From a dataset of the Open Reaction Database (ORD), a public repository of structured organic reaction records. describe an organic reaction: reactants, conditions, products, and yield Starting materials: CN1CCC(C#N)(c2ccccc2Oc2ccccc2)CC1, ClCCl, O=C(Cl)Oc1ccccc1. The product is N#CC1(c2ccccc2Oc2ccccc2)CCN(C(=O)Oc2ccccc2)CC1. As a reaction SMILES: [C:1](#[N:2])[C:3]1([c:10]2[c:11]([O:16][c:17]3[cH:18][cH:19][cH:20][cH:21][cH:22]3)[cH:12][cH:13][cH:14][cH:15]2)[CH2:4][CH2:5][N:6]([CH3:9])[CH2:7][CH2:8]1.[CH2:33]([Cl:34])[Cl:35].[Cl:23][C:24](=[O:25])[O:26][c:27]1[cH:28][cH:29][cH:30][cH:31][cH:32]1>>[C:1](#[N:2])[C:3]1([c:10]2[c:11]([O:16][c:17]3[cH:18][cH:19][cH:20][cH:21][cH:22]3)[cH:12][cH:13][cH:14][cH:15]2)[CH2:4][CH2:5][N:6]([C:24](=[O:25])[O:26][c:27]2[cH:28][cH:29][cH:30][cH:31][cH:32]2)[CH2:7][CH2:8]1.